From a dataset of the Open Reaction Database (ORD), a public repository of structured organic reaction records. describe an organic reaction: reactants, conditions, products, and yield The solvent is ClCCl (dichloromethane). The product is Cl.OC=1C=C2C=CC(=C(C2=CC1)OC1=CC=C(C=C1)OCCN1CCCCC1)C1=C(SC=C1)C#N (3-(6-hydroxy-1-(4-(2-(piperidin-1-yl)ethoxy)phenoxy)naphthalen-2-yl)thiophene-2-carbonitrile hydrochloride). The reactants are Cl (hydrogen chloride), CCOCC (ether), OC=1C=C2C=CC(=C(C2=CC1)OC1=CC=C(C=C1)OCCN1CCCCC1)C1=C(SC=C1)C#N (3-(6-hydroxy-1-(4-(2-(piperidin-1-yl)ethoxy)phenoxy)naphthalen-2-yl)thiophene-2-carbonitrile). Procedure details: Add a solution of hydrogen chloride in ether (1 M, 28 μL; 28.0 μmol) to a solution of 3-(6-hydroxy-1-(4-(2-(piperidin-1-yl)ethoxy)phenoxy)naphthalen-2-yl)thiophene-2-carbonitrile (12 mg, 24.5 μmol) and dichloromethane (4 mL). Sonicate the mixture for 5 minutes and then concentrate to obtain the title compound (13 mg, 24.5 μmol). Mass spectrum (m/z): 471 (M+1-HCl). As a reaction SMILES: [ClH:1].CCOCC.[OH:7][C:8]1[CH:9]=[C:10]2[C:15](=[CH:16][CH:17]=1)[C:14]([O:18][C:19]1[CH:24]=[CH:23][C:22]([O:25][CH2:26][CH2:27][N:28]3[CH2:33][CH2:32][CH2:31][CH2:30][CH2:29]3)=[CH:21][CH:20]=1)=[C:13]([C:34]1[CH:38]=[CH:37][S:36][C:35]=1[C:39]#[N:40])[CH:12]=[CH:11]2>ClCCl>[ClH:1].[OH:7][C:8]1[CH:9]=[C:10]2[C:15](=[CH:16][CH:17]=1)[C:14]([O:18][C:19]1[CH:20]=[CH:21][C:22]([O:25][CH2:26][CH2:27][N:28]3[CH2:29][CH2:30][CH2:31][CH2:32][CH2:33]3)=[CH:23][CH:24]=1)=[C:13]([C:34]1[CH:38]=[CH:37][S:36][C:35]=1[C:39]#[N:40])[CH:12]=[CH:11]2 |f:4.5|. Reactants: O=C=NC1CC(CN=C=O)(CC(C1)(C)C)C (isophorone diisocyanate). Run in C(C(C)C)C(=O)C (methyl isobutyl ketone), C(C)C(=NO)C (methyl ethyl ketoxime). Product: O=C=NC1CC(CN=C=O)(CC(C1)(C)C)C (isophorone diisocyanate), [N-]=C=O (isocyanate), 136. Reaction SMILES: [O:1]=[C:2]=[N:3][CH:4]1[CH2:13][C:12]([CH3:15])([CH3:14])[CH2:11][C:6]([CH3:16])([CH2:7][N:8]=[C:9]=[O:10])[CH2:5]1>C(C(C)=O)C(C)C.C(C(C)=NO)C>[O:1]=[C:2]=[N:3][CH:4]1[CH2:13][C:12]([CH3:15])([CH3:14])[CH2:11][C:6]([CH3:16])([CH2:7][N:8]=[C:9]=[O:10])[CH2:5]1.[N-:3]=[C:2]=[O:1]. Reported procedure: Then, 222 parts of isophorone diisocyanate was dissolved in 62 parts of methyl isobutyl ketone, and 87 parts of methyl ethyl ketoxime was added dropwise at 30° C. to obtain half-blocked isophorone diisocyanate having an isocyanate value of 136. 76 Parts of 1,2-propylene glycol was added to it, and the mixture was heated to 120° C. and maintained for 4 hours. After its isocyanate value reached 0, 313 parts of the half-blocked tolylene diisocyanate was added. The mixure was maintained at 120° C. f... Starting materials: C1(=CC=CC=C1)C#CC(O)C1=CC=CC=C1 (α-[(phenyl)ethynyl]-benzenemethanol), C(C(=O)Cl)(=O)Cl (oxalyl chloride), C1(=CC=CC=C1)C(C#CC1=CC=CC=C1)=O (1-phenyl-3-phenyl-2-propyne-1-one), [Cl-] (chloride), [Mn](=O)(=O)([O-])[O-].[Ba+2] (barium manganate), C1(=CC=CC=C1)C(C#CC1=CC=CC=C1)=O (1-phenyl-3-phenyl-2-propyne-1-one), C1(=CC=CC=C1)C#CC(O)C1=CC=CC=C1 (α-[(phenyl)ethynyl]-benzenemethanol), [Cr](=O)(=O)([O-])O[Cr](=O)(=O)[O-].[NH+]1=CC=CC=C1.[NH+]1=CC=CC=C1 (pyridinium dichromate). Run in C(C)N(CC)CC (triethylamine), CS(=O)C (dimethylsulfoxide), C(Cl)Cl (methylene chloride). Product: C1(=CC=CC=C1)C(C#CC1=CC(=CC=C1)OCC1=CC=C(C=C1)N(C)C)=O (1-Phenyl-3- [3-(4-(dimethylamino) benzyloxy)phenyl]-2-propyne-1one). Reaction SMILES: [C:1]1([C:7]#[C:8][CH:9]([C:11]2[CH:16]=[CH:15][CH:14]=[CH:13][CH:12]=2)[OH:10])[CH:6]=[CH:5][CH:4]=[CH:3][CH:2]=1.[C:17]1([C:23](=[O:32])C#CC2C=CC=CC=2)[CH:22]=[CH:21][CH:20]=[CH:19][CH:18]=1.C(Cl)(=O)C(Cl)=O.[Cr](O[Cr]([O-])(=O)=O)([O-])(=O)=O.[NH+:48]1[CH:53]=CC=C[CH:49]=1.[NH+]1C=CC=CC=1.[Mn]([O-])([O-])(=O)=O.[Ba+2].[Cl-]>C(Cl)Cl.C(N(CC)CC)C.CS(C)=O>[C:11]1([C:9](=[O:10])[C:8]#[C:7][C:1]2[CH:2]=[CH:3][CH:4]=[C:5]([O:32][CH2:23][C:17]3[CH:22]=[CH:21][C:20]([N:48]([CH3:53])[CH3:49])=[CH:19][CH:18]=3)[CH:6]=2)[CH:12]=[CH:13][CH:14]=[CH:15][CH:16]=1 |f:3.4.5,6.7|. Procedure: In step b, the appropriate α-[(phenyl)ethynyl]-benzenemethanol compound of structure 6 can be oxidized to the corresponding 1-phenyl-3-phenyl-2-propyne-1-one compound of structure 5 by techniques and procedures well known and appreciated by one of ordinary skill in the art. For example, the appropriate α-[(phenyl)ethynyl]-benzenemethanol compound of structure 6 can be oxidized to the corresponding 1-phenyl-3-phenyl-2-propyne-1-one compound of structure 5 by means of either a Swern oxidation (dim... The reactants are N#Cc1ccc(C(=O)N2CCC3(CC2)OCCO3)cc1, Cl, Cl, N=C(N)c1c(N)cccc1F. The product is N#Cc1ccc(C(=O)N2CCC3(CC2)N=C(N)c2c(F)cccc2N3)cc1, Cl. RXN SMILES: [CH2:1]1[O:2][C:4]2([O:3][CH2:20]1)[CH2:5][CH2:6][N:7]([C:10]([c:11]1[cH:12][cH:13][c:14]([C:17]#[N:18])[cH:15][cH:16]1)=[O:19])[CH2:8][CH2:9]2.[ClH:21].[ClH:22].[NH2:23][c:24]1[c:25]([C:26](=[NH:27])[NH2:28])[c:29]([F:33])[cH:30][cH:31][cH:32]1>>[C:4]12([CH2:5][CH2:6][N:7]([C:10]([c:11]3[cH:12][cH:13][c:14]([C:17]#[N:18])[cH:15][cH:16]3)=[O:19])[CH2:8][CH2:9]1)[NH:23][c:24]1[c:25]([c:29]([F:33])[cH:30][cH:31][cH:32]1)[C:26]([NH2:28])=[N:27]2.[ClH:21].